This data is from the Open Reaction Database (ORD), a public repository of structured organic reaction records. The task is: describe an organic reaction: reactants, conditions, products, and yield Starting materials: poly-hydroxystyrene, C(C)OC=C (ethylvinylether), C1CCOC1 (THF), O (water), O (water), C1(=CC=C(C=C1)S(=O)(=O)O)C (p-toluene sulfonic acid), C([O-])([O-])=O.[K+].[K+] (potassium carbonate). Run at time 12 hour. The product is C(C)OC=CC1(CC=CC=C1)OCC (ethoxy-1-ethyloxystyrene). As a reaction SMILES: [CH2:1]([O:3][CH:4]=[CH2:5])[CH3:2].[C:6]1(C)[CH:11]=[CH:10][C:9](S(O)(=O)=O)=[CH:8][CH:7]=1.O.C(=O)([O-])[O-].[K+].[K+].C1C[O:27][CH2:26][CH2:25]1>>[CH2:4]([O:3][CH:1]=[CH:2][C:6]1([O:27][CH2:26][CH3:25])[CH:7]=[CH:8][CH:9]=[CH:10][CH2:11]1)[CH3:5] |f:3.4.5|. Procedure: After dissolving 12 g of poly-hydroxystyrene (poly(HST)) in 60 ml of THF, 3.6 g of ethylvinylether was added to the solution. The p-toluene sulfonic acid (p-TSA) was added to the mixture in sufficient quality to act as a catalyst, and reacted for 12 hours at room temperature. After 12 hours, the reaction product was slowly dropped into water in a ratio of 5 parts water to one part reaction product, and neutralized using potassium carbonate. Reactants: CC(C)(C)c1nc2ccccc2[nH]1, Cn1c(CN2CCC(C(C)(C)O)CC2)nc2c(N3CCOCC3)nc(Cl)nc21. Product: Cn1c(CN2CCC(C(C)(C)O)CC2)nc2c(N3CCOCC3)nc(-n3c(C(C)(C)C)nc4ccccc43)nc21. As a reaction SMILES: [C:29]([CH3:30])([CH3:31])([CH3:32])[c:33]1[nH:34][c:35]2[c:36]([n:37]1)[cH:38][cH:39][cH:40][cH:41]2.[Cl:1][c:2]1[n:3][c:4]([N:23]2[CH2:24][CH2:25][O:26][CH2:27][CH2:28]2)[c:5]2[n:6][c:7]([CH2:12][N:13]3[CH2:14][CH2:15][CH:16]([C:19]([CH3:20])([CH3:21])[OH:22])[CH2:17][CH2:18]3)[n:8]([CH3:11])[c:9]2[n:10]1>>[c:2]1(-[n:34]2[c:33]([C:29]([CH3:30])([CH3:31])[CH3:32])[n:37][c:36]3[c:35]2[cH:41][cH:40][cH:39][cH:38]3)[n:3][c:4]([N:23]2[CH2:24][CH2:25][O:26][CH2:27][CH2:28]2)[c:5]2[n:6][c:7]([CH2:12][N:13]3[CH2:14][CH2:15][CH:16]([C:19]([CH3:20])([CH3:21])[OH:22])[CH2:17][CH2:18]3)[n:8]([CH3:11])[c:9]2[n:10]1. Reactants: CC(C)(C)OC(=O)N1CCC(c2ccc(OCCCOCc3ccccc3)cc2)C(OCCOc2ccc(N)c(N)c2)C1, CO, Cl. Yields the product Nc1ccc(OCCOC2CNCCC2c2ccc(OCCCOCc3ccccc3)cc2)cc1N, Cl. As a reaction SMILES: [CH2:1]([c:2]1[cH:3][cH:4][cH:5][cH:6][cH:7]1)[O:8][CH2:9][CH2:10][CH2:11][O:12][c:13]1[cH:14][cH:15][c:16]([CH:19]2[CH:20]([O:32][CH2:33][CH2:34][O:35][c:36]3[cH:37][c:38]([NH2:43])[c:39]([NH2:42])[cH:40][cH:41]3)[CH2:21][N:22]([C:25]([O:26][C:27]([CH3:28])([CH3:29])[CH3:30])=[O:31])[CH2:23][CH2:24]2)[cH:17][cH:18]1.[CH3:45][OH:46].[ClH:44]>>[CH2:1]([c:2]1[cH:3][cH:4][cH:5][cH:6][cH:7]1)[O:8][CH2:9][CH2:10][CH2:11][O:12][c:13]1[cH:14][cH:15][c:16]([CH:19]2[CH:20]([O:32][CH2:33][CH2:34][O:35][c:36]3[cH:37][c:38]([NH2:43])[c:39]([NH2:42])[cH:40][cH:41]3)[CH2:21][NH:22][CH2:23][CH2:24]2)[cH:17][cH:18]1.[ClH:44]. Starting materials: SO2Cl2, C=CC1=CC=CC=C1 (styrene), ClC1=CC=C(C=C1)SCCl (4-Chloro-1-(chloromethylthio)benzene), OC1=CC2=CC=CC=C2C=C1 (2-hydroxynaphthalene), CC(C)([O-])C.[K+] (potassium tert-butoxide), product. Run in C(Cl)Cl (CH2Cl2), C(Cl)Cl (CH2Cl2), CN(C)C=O (DMF), CN(C)C=O (DMF), C(Cl)Cl (CH2Cl2). Run at temperature 80 celsius, time 2 hour. Product: ClCOC1=CC2=CC=CC=C2C=C1 (2-Chloromethoxynaphthalene). As a reaction SMILES: [Cl:1][C:2]1C=CC(SCCl)=CC=1.[OH:11][C:12]1[CH:21]=[CH:20][C:19]2[C:14](=[CH:15][CH:16]=[CH:17][CH:18]=2)[CH:13]=1.CC(C)([O-])C.[K+].C=CC1C=CC=CC=1>CN(C=O)C.C(Cl)Cl>[Cl:1][CH2:2][O:11][C:12]1[CH:21]=[CH:20][C:19]2[C:14](=[CH:15][CH:16]=[CH:17][CH:18]=2)[CH:13]=1 |f:2.3|. Procedure: 4-Chloro-1-(chloromethylthio)benzene (20 mmol) in DMF (10 ml) was added to a mixture of 2-hydroxynaphthalene (20 mmol) and potassium tert-butoxide (20 mmol) in DMF (40 ml). The mixture was stirred at 80° C. for 2 hours before the solvent was distilled off and the residue triturated with water, extracted into ether and washed three times with water. The dried (MgSO4) solution was evaporated and recrystallized from EtOH yield: 3.30 g (57%). m.p. 70° C. The product (10.3 mmol) was dissolved in dry ...